From a dataset of the Open Reaction Database (ORD), a public repository of structured organic reaction records. describe an organic reaction: reactants, conditions, products, and yield Starting materials: COC(=O)C=1N=CC=2C(N(C=CC2C1O)CC1=CC=CC=C1)=O (7-benzyl-4-hydroxy-8-oxo-7,8-dihydro-[2,7]naphthyridine-3-carboxylic acid methyl ester), C(C)(C)(C)OC(NCCN)=O ((2-amino-ethyl)-carbamic acid tert-butyl ester), CC(=O)O (AcOH). Solvent: CCO (EtOH). Yields the product C(C)(C)(C)OC(NCCNC(=O)C=1N=CC=2C(N(C=CC2C1O)CC1=CC=CC=C1)=O)=O ({2-[(7-Benzyl-4-hydroxy-8-oxo-7,8-dihydro-[2,7]naphthyridine-3-carbonyl)-amino]-ethyl}-carbamic acid tert-butyl ester). Yield: 80.5%. Reaction SMILES: CO[C:3]([C:5]1[N:6]=[CH:7][C:8]2[C:9](=[O:23])[N:10]([CH2:16][C:17]3[CH:22]=[CH:21][CH:20]=[CH:19][CH:18]=3)[CH:11]=[CH:12][C:13]=2[C:14]=1[OH:15])=[O:4].[C:24]([O:28][C:29](=[O:34])[NH:30][CH2:31][CH2:32][NH2:33])([CH3:27])([CH3:26])[CH3:25].CC(O)=O>CCO>[C:24]([O:28][C:29](=[O:34])[NH:30][CH2:31][CH2:32][NH:33][C:3]([C:5]1[N:6]=[CH:7][C:8]2[C:9](=[O:23])[N:10]([CH2:16][C:17]3[CH:18]=[CH:19][CH:20]=[CH:21][CH:22]=3)[CH:11]=[CH:12][C:13]=2[C:14]=1[OH:15])=[O:4])([CH3:27])([CH3:25])[CH3:26]. Procedure: A mixture of 7-benzyl-4-hydroxy-8-oxo-7,8-dihydro-[2,7]naphthyridine-3-carboxylic acid methyl ester (100 mg, 0.32 mmol) and (2-amino-ethyl)-carbamic acid tert-butyl ester (62 mg, 0.39 mmol) in EtOH (9 mL) was refluxed for 16 h. After cooling to r.t., AcOH (0.2 mL) was added, and the mixture was concentrated in vacuo. The residue was partitioned between water and EtOAc. The aqueous layer was extracted with additional EtOAc, and the organic layers were combined and washed with 0.1 M HCl and brine....